Dataset: the Open Reaction Database (ORD), a public repository of structured organic reaction records. Task: describe an organic reaction: reactants, conditions, products, and yield Starting materials: CN1CCCC1=O, CCN(C(C)C)C(C)C, NC1CCCCC1, O, CS(=O)c1nc(NCCc2ccc(O)cc2)ncc1C(N)=O. Product: NC(=O)c1cnc(NCCc2ccc(O)cc2)nc1NC1CCCCC1. RXN SMILES: [CH3:1][N:2]1[CH2:3][CH2:4][CH2:5][C:6]1=[O:7].[CH:37]([N:38]([CH:39]([CH3:40])[CH3:41])[CH2:42][CH3:43])([CH3:44])[CH3:45].[NH2:30][CH:31]1[CH2:32][CH2:33][CH2:34][CH2:35][CH2:36]1.[OH2:46].[OH:8][c:9]1[cH:10][cH:11][c:12]([CH2:15][CH2:16][NH:17][c:18]2[n:19][cH:20][c:21]([C:27](=[O:28])[NH2:29])[c:22]([S:24]([CH3:25])=[O:26])[n:23]2)[cH:13][cH:14]1>>[OH:8][c:9]1[cH:10][cH:11][c:12]([CH2:15][CH2:16][NH:17][c:18]2[n:19][cH:20][c:21]([C:27](=[O:28])[NH2:29])[c:22]([NH:30][CH:31]3[CH2:32][CH2:33][CH2:34][CH2:35][CH2:36]3)[n:23]2)[cH:13][cH:14]1. Reactants: CCOC(=O)CN(CC(=O)OCC)SCl, ClCCl, CNC(=O)Oc1cccc2c1OC(C)(C)C2, c1ccncc1. The product is CCOC(=O)CN(CC(=O)OCC)SN(C)C(=O)Oc1cccc2c1OC(C)(C)C2. RXN SMILES: [CH2:17]([CH3:18])[O:19][C:20](=[O:21])[CH2:22][N:23]([S:24][Cl:25])[CH2:26][C:27](=[O:28])[O:29][CH2:30][CH3:31].[CH2:38]([Cl:39])[Cl:40].[CH3:1][NH:2][C:3]([O:4][c:5]1[cH:6][cH:7][cH:8][c:9]2[c:13]1[O:12][C:11]([CH3:14])([CH3:15])[CH2:10]2)=[O:16].[cH:32]1[cH:33][cH:34][n:35][cH:36][cH:37]1>>[CH3:1][N:2]([C:3]([O:4][c:5]1[cH:6][cH:7][cH:8][c:9]2[c:13]1[O:12][C:11]([CH3:14])([CH3:15])[CH2:10]2)=[O:16])[S:24][N:23]([CH2:22][C:20]([O:19][CH2:17][CH3:18])=[O:21])[CH2:26][C:27](=[O:28])[O:29][CH2:30][CH3:31]. Reactants: CCOC(=O)Cn1ncc2c1CCCC2NS(=O)(=O)c1cc(C(C)C)cc(C(F)(F)F)c1, CI. Product: CCOC(=O)Cn1ncc2c1CCCC2N(C)S(=O)(=O)c1cc(C(C)C)cc(C(F)(F)F)c1. RXN SMILES: [CH2:1]([CH3:2])[O:3][C:4]([CH2:5][n:6]1[n:7][cH:8][c:9]2[c:14]1[CH2:13][CH2:12][CH2:11][CH:10]2[NH:15][S:16](=[O:17])(=[O:18])[c:19]1[cH:20][c:21]([CH:29]([CH3:30])[CH3:31])[cH:22][c:23]([C:25]([F:26])([F:27])[F:28])[cH:24]1)=[O:32].[CH3:33][I:34]>>[CH2:1]([CH3:2])[O:3][C:4]([CH2:5][n:6]1[n:7][cH:8][c:9]2[c:14]1[CH2:13][CH2:12][CH2:11][CH:10]2[N:15]([S:16](=[O:17])(=[O:18])[c:19]1[cH:20][c:21]([CH:29]([CH3:30])[CH3:31])[cH:22][c:23]([C:25]([F:26])([F:27])[F:28])[cH:24]1)[CH3:33])=[O:32]. The reactants are C1(CCCCC1)=NO (cyclohexanone oxime), [OH-].[Na+] (NaOH), C1(CCCCC1)N=C=NC1CCCCC1 (dicyclohexylcarbodiimide). Run in C1CCOC1 (THF), ClCCl (dichloromethane). Reaction conditions: time 5 hour. The product is C1(CCCCC1)NC(ON=C1CCCCC1)=NC1CCCCC1 (1,3-Dicyclohexyl-O—(N-cyclohexylideneamino)-isourea). Yield: 89.3%. As a reaction SMILES: [C:1]1(=[N:7][OH:8])[CH2:6][CH2:5][CH2:4][CH2:3][CH2:2]1.[OH-].[Na+].[CH:11]1([N:17]=[C:18]=[N:19][CH:20]2[CH2:25][CH2:24][CH2:23][CH2:22][CH2:21]2)[CH2:16][CH2:15][CH2:14][CH2:13][CH2:12]1>C1COCC1.ClCCl>[CH:20]1([NH:19][C:18](=[N:17][CH:11]2[CH2:16][CH2:15][CH2:14][CH2:13][CH2:12]2)[O:8][N:7]=[C:1]2[CH2:6][CH2:5][CH2:4][CH2:3][CH2:2]2)[CH2:21][CH2:22][CH2:23][CH2:24][CH2:25]1 |f:1.2|. Procedure: To a solution of cyclohexanone oxime (5.65 g, 0.05 mol) in dry THF (30 ml) is added finely powdered NaOH (0.2 g) and dicyclohexylcarbodiimide (11.34 g, 0.055 mol). The mixture is then stirred 5 h at room temperature under argon. The turbid mixture is thereafter diluted with dichloromethane (25 ml), filtered and evaporated under reduced pressure. The residue is stirred 10 minutes with acetonitrile (30 ml), the acetonitrile phase is then discarded, the oily residue is dissolved in dichloromethane ... The reactants are C1C(C=CC=2OCOC3=C(CC21)C=CC=C3)=O (12H-dibenzo[d,g][1,3]dioxocin-2-one), O1CCCC1 (tetrahydrofuran), ice, [Cl-].[NH4+] (ammonium chloride), C1(CC1)[Mg]Br (cyclopropylmagnesium bromide), C1(CC1)Br (cyclopropylbromide), [Mg] (magnesium), O1CCCC1 (tetrahydrofuran), O1CCCC1 (tetrahydrofuran). The product is C1(CC1)C1(C2=C(OCOC3=C1C=CC=C3)C=CC=C2)O (12-cyclopropyl-12H-dibenzo[d,g][1,3]dioxocin-12-ol). Reported procedure: A solution of cyclopropylmagnesium bromide in dry tetrahydrofuran (prepared from cyclopropylbromide (24.2 g, 0.2 mol), magnesium turnings (4.86 g, 0.2 mol) and dry tetrahydrofuran (70 ml) was placed under an atmosphere of nitrogen. A solution of the above ketone (9.05 g, 40 mmol) in dry tetrahydrofuran (50 ml) was added dropwise. The reaction mixture was stirred at 40° C. for 1.5 h, cooled and added to an ice-cold mixture of saturated ammonium chloride (400 ml) and ether (200 ml). The organic la... Solvent: CCOCC (ether). Reaction SMILES: [CH:1]1([Mg]Br)[CH2:3][CH2:2]1.C1(Br)CC1.[Mg].[CH2:11]1[C:22]2[CH2:21][C:20]3[CH:23]=[CH:24][CH:25]=[CH:26][C:19]=3[O:18][CH2:17][O:16][C:15]=2[CH:14]=[CH:13][C:12]1=O.[Cl-].[NH4+].[O:30]1CCCC1>CCOCC>[CH:1]1([C:21]2([OH:30])[C:22]3[CH:11]=[CH:12][CH:13]=[CH:14][C:15]=3[O:16][CH2:17][O:18][C:19]3[CH:26]=[CH:25][CH:24]=[CH:23][C:20]2=3)[CH2:3][CH2:2]1 |f:4.5|. Reaction conditions: temperature 40 celsius, time 1.5 hour. Starting materials: S1C=C(C=C1)C=1C=C2C=CNC2=CC1 (5-(3-Thienyl)indole), C(#N)[BH3-].[Na+] (sodium cyano borohydride). Yields the product S1C=C(C=C1)C=1C=C2CCNC2=CC1 (5-(3-Thienyl)indoline). The solvent is C(C)(=O)O (acetic acid). The yield is 100.0%. Reaction SMILES: [S:1]1[CH:5]=[CH:4][C:3]([C:6]2[CH:7]=[C:8]3[C:12](=[CH:13][CH:14]=2)[NH:11][CH:10]=[CH:9]3)=[CH:2]1.C([BH3-])#N.[Na+]>C(O)(=O)C>[S:1]1[CH:5]=[CH:4][C:3]([C:6]2[CH:7]=[C:8]3[C:12](=[CH:13][CH:14]=2)[NH:11][CH2:10][CH2:9]3)=[CH:2]1 |f:1.2|. Reported procedure: 5-(3-Thienyl)indole D40 was reduced in the usual way with sodium cyano borohydride in glacial acetic acid to give the title compound (D41) (1.0 g, 100%). Starting materials: COCCCN1CCOc2ccc(COC3CN(S(=O)(=O)c4ccc(C)cc4)C(CC(C)N)CC3c3ccc(OC)cc3)cc21, CC(=O)O. Product: COCCCN1CCOc2ccc(COC3CN(S(=O)(=O)c4ccc(C)cc4)C(CC(C)NC(C)=O)CC3c3ccc(OC)cc3)cc21. As a reaction SMILES: [CH3:1][O:2][c:3]1[cH:4][cH:5][c:6]([CH:9]2[CH2:10][CH:11]([CH2:42][CH:43]([CH3:44])[NH2:45])[N:12]([S:32](=[O:33])(=[O:34])[c:35]3[cH:36][cH:37][c:38]([CH3:41])[cH:39][cH:40]3)[CH2:13][CH:14]2[O:15][CH2:16][c:17]2[cH:18][cH:19][c:20]3[c:21]([cH:31]2)[N:22]([CH2:26][CH2:27][CH2:28][O:29][CH3:30])[CH2:23][CH2:24][O:25]3)[cH:7][cH:8]1.[CH3:46][C:47]([OH:48])=[O:49]>>[CH3:1][O:2][c:3]1[cH:4][cH:5][c:6]([CH:9]2[CH2:10][CH:11]([CH2:42][CH:43]([CH3:44])[NH:45][C:47]([CH3:46])=[O:48])[N:12]([S:32](=[O:33])(=[O:34])[c:35]3[cH:36][cH:37][c:38]([CH3:41])[cH:39][cH:40]3)[CH2:13][CH:14]2[O:15][CH2:16][c:17]2[cH:18][cH:19][c:20]3[c:21]([cH:31]2)[N:22]([CH2:26][CH2:27][CH2:28][O:29][CH3:30])[CH2:23][CH2:24][O:25]3)[cH:7][cH:8]1. Procedure details: To a solution of (E)-5-(2-ethoxyvinyl)pyrazin-2-amine (75 mg, 0.454 mmol) in ethanol (4.54 mL) was added Pd/C (48.3 mg, 0.454 mmol). The reaction mixture was purged by nitrogen for 10 min, and then stirred at room temperature for 2 h under hydrogen balloon. The reaction mixture was then filtered through Celite and washed with methanol and EtOAc, then concentrated. The crude product was used in next step reaction without purification. LCMS (m/z): 168.1 (MH+), 0.33 min. Starting materials: C(C)O/C=C/C=1N=CC(=NC1)N ((E)-5-(2-ethoxyvinyl)pyrazin-2-amine). The product is C(C)OCCC=1N=CC(=NC1)N (5-(2-ethoxyethyl)pyrazin-2-amine). Solvent: C(C)O (ethanol). Conditions: time 2 hour. Reaction SMILES: [CH2:1]([O:3]/[CH:4]=[CH:5]/[C:6]1[N:7]=[CH:8][C:9]([NH2:12])=[N:10][CH:11]=1)[CH3:2]>C(O)C.[Pd]>[CH2:1]([O:3][CH2:4][CH2:5][C:6]1[N:7]=[CH:8][C:9]([NH2:12])=[N:10][CH:11]=1)[CH3:2]. Reagents/catalysts: [Pd] (Pd/C). Starting materials: ClC1=NC2=CC=CC(=C2C=C1)OCC1=CC=C(C=C1)F (2-Chloro-5-(4-fluoro-benzyloxy)-quinoline), N[C@@H]1CCC2=CC=CC=C12 ((R)-1-aminoindane). The product is FC1=CC=C(COC2=C3C=CC(=NC3=CC=C2)N[C@@H]2CCC3=CC=CC=C23)C=C1 ([5-(4-Fluoro-benzyloxy)-quinolin-2-yl]-(R)-indan-1-yl-amine), oil. Yield: 51.0%. RXN SMILES: Cl[C:2]1[CH:11]=[CH:10][C:9]2[C:4](=[CH:5][CH:6]=[CH:7][C:8]=2[O:12][CH2:13][C:14]2[CH:19]=[CH:18][C:17]([F:20])=[CH:16][CH:15]=2)[N:3]=1.[NH2:21][C@H:22]1[C:30]2[C:25](=[CH:26][CH:27]=[CH:28][CH:29]=2)[CH2:24][CH2:23]1>>[F:20][C:17]1[CH:18]=[CH:19][C:14]([CH2:13][O:12][C:8]2[CH:7]=[CH:6][CH:5]=[C:4]3[C:9]=2[CH:10]=[CH:11][C:2]([NH:21][C@H:22]2[C:30]4[C:25](=[CH:26][CH:27]=[CH:28][CH:29]=4)[CH2:24][CH2:23]2)=[N:3]3)=[CH:15][CH:16]=1. Procedure details: 2-Chloro-5-(4-fluoro-benzyloxy)-quinoline (100 mg, 0.347 mmol) and (R)-1-aminoindane (138 mg, 1.04 mmol) were stirred in a sealed tube at 150° C. overnight. The reaction mixture was purified by flash chromatography on silica gel (heptane/ethyl acetate 75:25). The title compound was obtained as a light brown oil (68 mg, 51%), MS: m/e=385 (M+H+). Reactants: C(CCC)OC(C1=CC=C(C=C1)N1CCNCC1)=O (4-Piperazin-1-yl-benzoic acid butyl ester), N1(CCOCC1)C1=C(C(=O)Cl)C=C(C=C1)[N+](=O)[O-] (2-Morpholin-4-yl-5-nitro-benzoyl chloride). The product is C(CCC)OC(C1=CC=C(C=C1)N1CCN(CC1)C(C1=C(C=CC(=C1)[N+](=O)[O-])N1CCOCC1)=O)=O (4-[4-(2-Morpholin-4-yl-5-nitro-benzoyl)-piperazin-1-yl]-benzoic acid butyl ester). Reaction SMILES: [CH2:1]([O:5][C:6](=[O:19])[C:7]1[CH:12]=[CH:11][C:10]([N:13]2[CH2:18][CH2:17][NH:16][CH2:15][CH2:14]2)=[CH:9][CH:8]=1)[CH2:2][CH2:3][CH3:4].[N:20]1([C:26]2[CH:34]=[CH:33][C:32]([N+:35]([O-:37])=[O:36])=[CH:31][C:27]=2[C:28](Cl)=[O:29])[CH2:25][CH2:24][O:23][CH2:22][CH2:21]1>>[CH2:1]([O:5][C:6](=[O:19])[C:7]1[CH:8]=[CH:9][C:10]([N:13]2[CH2:14][CH2:15][N:16]([C:28](=[O:29])[C:27]3[CH:31]=[C:32]([N+:35]([O-:37])=[O:36])[CH:33]=[CH:34][C:26]=3[N:20]3[CH2:25][CH2:24][O:23][CH2:22][CH2:21]3)[CH2:17][CH2:18]2)=[CH:11][CH:12]=1)[CH2:2][CH2:3][CH3:4]. Procedure details: The title compound was prepared according to the procedure described for example 46 from 4-Piperazin-1-yl-benzoic acid butyl ester (CAS: 86620-18-0) and 2-Morpholin-4-yl-5-nitro-benzoyl chloride (example B) (yield :16%, MS (m/e): 497.3 (M+H, 100%)